Dataset: the Open Reaction Database (ORD), a public repository of structured organic reaction records. Task: describe an organic reaction: reactants, conditions, products, and yield The reactants are CC(=O)c1ccccn1, NNC(=O)c1ccccc1, CCO, C1COCCO1. Product: CC(=NNC(=O)c1ccccc1)c1ccccn1. As a reaction SMILES: [C:11]([CH3:12])(=[O:13])[c:14]1[n:15][cH:16][cH:17][cH:18][cH:19]1.[C:1]([c:2]1[cH:3][cH:4][cH:5][cH:6][cH:7]1)(=[O:8])[NH:9][NH2:10].[CH3:20][CH2:21][OH:22].[O:23]1[CH2:24][CH2:25][O:26][CH2:27][CH2:28]1>>[C:1]([c:2]1[cH:3][cH:4][cH:5][cH:6][cH:7]1)(=[O:8])[NH:9][N:10]=[C:11]([CH3:12])[c:14]1[n:15][cH:16][cH:17][cH:18][cH:19]1.